This data is from the Open Reaction Database (ORD), a public repository of structured organic reaction records. The task is: describe an organic reaction: reactants, conditions, products, and yield Starting materials: [Si](C)(C)(C(C)(C)C)OC[C@@H]1[C@H]([C@H]([C@@H](O1)N1C(=O)NC(=O)C=C1)SC(C1=CC=CC=C1)=O)OC(C1=CC=C(C=C1)OC)(C1=CC=C(C=C1)OC)C1=CC=CC=C1 (5'-O-(tert-Butyldimethylsilyl)-3'-O-(4,4'-dimethoxytrityl)-2'-deoxy-2'-(benzoylthio)-uridine), [F-].C(CCC)[N+](CCCC)(CCCC)CCCC (tetrabutylammonium fluoride). Solvent: C1CCOC1 (THF). Product: C(C1=CC=CC=C1)(=O)S[C@H]1[C@@H](O[C@@H]([C@H]1OC(C1=CC=C(C=C1)OC)(C1=CC=C(C=C1)OC)C1=CC=CC=C1)CO)N1C(=O)NC(=O)C=C1 (2'-(benzoylthio)-3'-O-(4,4'-dimethoxytrityl)-2'-deoxyuridine). Reaction SMILES: [Si]([O:8][CH2:9][C@H:10]1[O:14][C@@H:13]([N:15]2[CH:22]=[CH:21][C:19](=[O:20])[NH:18][C:16]2=[O:17])[C@H:12]([S:23][C:24](=[O:31])[C:25]2[CH:30]=[CH:29][CH:28]=[CH:27][CH:26]=2)[C@@H:11]1[O:32][C:33]([C:50]1[CH:55]=[CH:54][CH:53]=[CH:52][CH:51]=1)([C:42]1[CH:47]=[CH:46][C:45]([O:48][CH3:49])=[CH:44][CH:43]=1)[C:34]1[CH:39]=[CH:38][C:37]([O:40][CH3:41])=[CH:36][CH:35]=1)(C(C)(C)C)(C)C.[F-].C([N+](CCCC)(CCCC)CCCC)CCC>C1COCC1>[C:24]([S:23][C@@H:12]1[C@H:11]([O:32][C:33]([C:50]2[CH:55]=[CH:54][CH:53]=[CH:52][CH:51]=2)([C:34]2[CH:39]=[CH:38][C:37]([O:40][CH3:41])=[CH:36][CH:35]=2)[C:42]2[CH:47]=[CH:46][C:45]([O:48][CH3:49])=[CH:44][CH:43]=2)[C@@H:10]([CH2:9][OH:8])[O:14][C@H:13]1[N:15]1[CH:22]=[CH:21][C:19](=[O:20])[NH:18][C:16]1=[O:17])(=[O:31])[C:25]1[CH:26]=[CH:27][CH:28]=[CH:29][CH:30]=1 |f:1.2|. Procedure details: 5'-O-(tert-Butyldimethylsilyl)-3'-O-(4,4'-dimethoxytrityl)-2'-deoxy-2'-(benzoylthio)-uridine (1.4 mmole) was treated with 20 ml of 1.0M tetrabutylammonium fluoride in THF at room temperature for 16 hr. The solvent was removed and the residue was purified on silica gel column chromatography to provide 2'-(benzoylthio)-3'-O-(4,4'-dimethoxytrityl)-2'-deoxyuridine. Reactants: CCC(C)C1C(=O)NCC(=O)NC2CS(=O)C3=C(CC(C(=O)NCC(=O)N1)NC(=O)C(NC(=O)C4CC(CN4C(=O)C(NC2=O)CC(=O)O)O)C(C)C(CO)O)C5=C(N3)C=C(C=C5)O.C(C)(C)(C)OC(=O)[N-]CCCCCC[NH-] (β-Amanitin (t-butyloxy-carbonyl)-hexamethylenediamide). Run in FC(C(=O)O)(F)F (trifluoroacetic acid). The product is CCC(C)C1C(=O)NCC(=O)NC2CS(=O)C3=C(CC(C(=O)NCC(=O)N1)NC(=O)C(NC(=O)C4CC(CN4C(=O)C(NC2=O)CC(=O)O)O)C(C)C(CO)O)C5=C(N3)C=C(C=C5)O.[NH-]CCCCCC[NH-] (β-Amanitin hexamethylenediamide). As a reaction SMILES: [CH3:1][CH2:2][CH:3]([CH:5]1[NH:27][C:25](=[O:26])[CH2:24][NH:23][C:21](=[O:22])[CH:20]2[NH:28][C:29]([CH:31]([CH:51]([CH:53]([OH:56])[CH2:54][OH:55])[CH3:52])[NH:32][C:33]([CH:35]3[N:39]([C:40]([CH:42]([CH2:46][C:47]([OH:49])=[O:48])[NH:43][C:44](=[O:45])[CH:13]([CH2:14][S:15]([C:17]4[NH:59][C:58]5[CH:60]=[C:61]([OH:64])[CH:62]=[CH:63][C:57]=5[C:18]=4[CH2:19]2)=[O:16])[NH:12][C:10](=[O:11])[CH2:9][NH:8][C:6]1=[O:7])=[O:41])[CH2:38][CH:37]([OH:50])[CH2:36]3)=[O:34])=[O:30])[CH3:4].C(OC([N-:72][CH2:73][CH2:74][CH2:75][CH2:76][CH2:77][CH2:78][NH-:79])=O)(C)(C)C>FC(F)(F)C(O)=O>[CH3:1][CH2:2][CH:3]([CH:5]1[NH:27][C:25](=[O:26])[CH2:24][NH:23][C:21](=[O:22])[CH:20]2[NH:28][C:29]([CH:31]([CH:51]([CH:53]([OH:56])[CH2:54][OH:55])[CH3:52])[NH:32][C:33]([CH:35]3[N:39]([C:40]([CH:42]([CH2:46][C:47]([OH:49])=[O:48])[NH:43][C:44](=[O:45])[CH:13]([CH2:14][S:15]([C:17]4[NH:59][C:58]5[CH:60]=[C:61]([OH:64])[CH:62]=[CH:63][C:57]=5[C:18]=4[CH2:19]2)=[O:16])[NH:12][C:10](=[O:11])[CH2:9][NH:8][C:6]1=[O:7])=[O:41])[CH2:38][CH:37]([OH:50])[CH2:36]3)=[O:34])=[O:30])[CH3:4].[NH-:72][CH2:73][CH2:74][CH2:75][CH2:76][CH2:77][CH2:78][NH-:79] |f:0.1,3.4|. Procedure details: 4.54 mg (4.05 μmol) β-Amanitin-(t-butyloxy-carbonyl)-hexamethylenediamide (I) was stirred at room temperature in 250 μl trifluoroacetic acid. After 2 minutes the excess TFA was evaporated at 20° C. and the remaining solid coevaporated 2 times with 1 ml acetonitrile and methanol. The crude amine was dissolved in 1000 μl dmso and prified on a LaPrep-HPLC: column: Kromasil 100-C18, 10 μm, 250×20 mm, with methanol/water (0.05% TFA), flow: 26 ml/min, detection at λ295 nm. Solvent A: 95% water: 5% met... RXN SMILES: [C:1]([CH3:2])([CH3:3])([CH3:4])[O:5][C:6]([NH:7][c:8]1[c:9]([NH2:24])[cH:10][c:11]([C:20]([F:21])([F:22])[F:23])[c:12]([N:14]2[CH2:15][CH2:16][O:17][CH2:18][CH2:19]2)[cH:13]1)=[O:25].[C:26]([CH3:28])([CH3:29])([O:30][C:31](=[O:27])[CH2:32][C:33]([c:34]1[cH:35][c:36](-[n:40]2[n:41][n:42][cH:43][c:44]2[CH2:45][O:46][CH:47]2[O:48][CH2:49][CH2:50][CH2:51][CH2:52]2)[cH:37][cH:38][cH:39]1)=[O:53])[CH3:54]>>[C:1]([CH3:2])([CH3:3])([CH3:4])[O:5][C:6]([NH:7][c:8]1[c:9]([NH:24][C:31](=[O:30])[CH2:32][C:33]([c:34]2[cH:35][c:36](-[n:40]3[n:41][n:42][cH:43][c:44]3[CH2:45][O:46][CH:47]3[O:48][CH2:49][CH2:50][CH2:51][CH2:52]3)[cH:37][cH:38][cH:39]2)=[O:53])[cH:10][c:11]([C:20]([F:21])([F:22])[F:23])[c:12]([N:14]2[CH2:15][CH2:16][O:17][CH2:18][CH2:19]2)[cH:13]1)=[O:25]. The product is CC(C)(C)OC(=O)Nc1cc(N2CCOCC2)c(C(F)(F)F)cc1NC(=O)CC(=O)c1cccc(-n2nncc2COC2CCCCO2)c1. Starting materials: CC(C)(C)OC(=O)Nc1cc(N2CCOCC2)c(C(F)(F)F)cc1N, CC(C)(C)OC(=O)CC(=O)c1cccc(-n2nncc2COC2CCCCO2)c1. Starting materials: ClCCCBr, O=C1CCc2cc(F)ccc2N1, [H-], [Na+], CN(C)C=O. Product: O=C1CCc2cc(F)ccc2N1CCCCl. Reaction SMILES: [Br:15][CH2:16][CH2:17][CH2:18][Cl:19].[F:1][c:2]1[cH:3][c:4]2[c:9]([cH:10][cH:11]1)[NH:8][C:7](=[O:12])[CH2:6][CH2:5]2.[H-:14].[Na+:13].[O:20]=[CH:21][N:22]([CH3:23])[CH3:24]>>[F:1][c:2]1[cH:3][c:4]2[c:9]([cH:10][cH:11]1)[N:8]([CH2:16][CH2:17][CH2:18][Cl:19])[C:7](=[O:12])[CH2:6][CH2:5]2. RXN SMILES: Br[C:2]1(Br)[C:10]2[C:5](=[CH:6][CH:7]=[C:8]([Cl:11])[CH:9]=2)[N:4]([CH2:12][C:13]2[C:14]([F:19])=[N:15][CH:16]=[CH:17][CH:18]=2)[C:3]1=[O:20]>CC(O)=O.[Zn]>[Cl:11][C:8]1[CH:9]=[C:10]2[C:5](=[CH:6][CH:7]=1)[N:4]([CH2:12][C:13]1[C:14]([F:19])=[N:15][CH:16]=[CH:17][CH:18]=1)[C:3](=[O:20])[CH2:2]2. Reagents/catalysts: [Zn] (zinc). Reactants: BrC1(C(N(C2=CC=C(C=C12)Cl)CC=1C(=NC=CC1)F)=O)Br (3,3-dibromo-5-chloro-1-[(2-fluoropyridin-3-yl)methyl]-1,3-dihydro-2H-indol-2-one). Solvent: CC(=O)O (AcOH). Product: ClC=1C=C2CC(N(C2=CC1)CC=1C(=NC=CC1)F)=O (5-chloro-1-[(2-fluoropyridin-3-yl)methyl]-1,3-dihydro-2H-indol-2-one). Reaction conditions: time 10 minute. Isolated yield 9.1%. Reported procedure: In a 50 ml, three-necked flask fitted with a magnetic stirrer under inert atmosphere, 3,3-dibromo-5-chloro-1-[(2-fluoropyridin-3-yl)methyl]-1,3-dihydro-2H-indol-2-one x73 (1.79 g, 4.12 mmol) is dissolved in AcOH (20 ml) and, at 0° C., powdered zinc (2.7 g, 41.2 mmol) is added. The mixture is stirred for 10 min at room temperature, filtered on Celite and concentrated to dryness. The residue is purified by chromatography on silicagel (Hexane/AcOEt: 6/4 (v/v)) to give 104 mg of 5-chloro-1-[(2-fluor...